From a dataset of the Open Reaction Database (ORD), a public repository of structured organic reaction records. describe an organic reaction: reactants, conditions, products, and yield Reaction conditions: time 2 hour. RXN SMILES: C(O)(=O)C.[Br:5][C:6]1[CH:7]=[N:8][CH:9]=[CH:10][C:11]=1[CH:12]=O.[NH:14]1[CH2:18][CH2:17][CH2:16][CH2:15]1.[BH-](OC(C)=O)(OC(C)=O)OC(C)=O.[Na+]>ClCCCl.CCCCCC.C(OCC)(=O)C>[Br:5][C:6]1[CH:7]=[N:8][CH:9]=[CH:10][C:11]=1[CH2:12][N:14]1[CH2:18][CH2:17][CH2:16][CH2:15]1 |f:3.4|. Yields the product BrC=1C=NC=CC1CN1CCCC1 (3-Bromo-4-pyrrolidin-1-ylmethyl-pyridine). Reported procedure: Acetic acid (0.1 mL) was added to a stirred solution of 3-bromo-pyridine-4-carbaldehyde (220 mg, 1.18 mmol) and pyrrolidine (0.11 mL, 1.34 mmol) in DCE (15 mL) under nitrogen atmosphere and stirred at room temperature for 2 hours. This was followed by addition of NaBH(OAc)3 (342 mg, 1.612 mmol) at 0° C. over a period of 10 minutes. The resulting reaction mass was stirred for 12 hours at room temperature. The reaction was monitored by TLC (30% ethyl acetate in hexane). The reaction mixture was wa... Solvent: ClCCCl (DCE), C(C)(=O)OCC (ethyl acetate), CCCCCC (hexane). Reactants: [BH-](OC(=O)C)(OC(=O)C)OC(=O)C.[Na+] (NaBH(OAc)3), C(C)(=O)O (Acetic acid), BrC=1C=NC=CC1C=O (3-bromo-pyridine-4-carbaldehyde), N1CCCC1 (pyrrolidine). Isolated yield 96.7%.